Dataset: the Open Reaction Database (ORD), a public repository of structured organic reaction records. Task: describe an organic reaction: reactants, conditions, products, and yield The reactants are CCCC1=Nc2ccc(I)cc2C(=O)N1Cc3ccc(cc3)c4ccccc4S(=O)(=O)NC(C)(C)C, OB(O)c1ccc(cc1)C(=O)NC2CCCC2. Reagents/catalysts: CCN=P(N=P(N(C)C)(N(C)C)N(C)C)(N(C)C)N(C)C (P2-Et), CC(C)c1cc(C(C)C)c(-c2ccccc2[PH](C(C)(C)C)(C(C)(C)C)[Pd]2(OS(C)(=O)=O)Nc3ccccc3-c3ccccc32)c(C(C)C)c1 (tBuXphos G3). Solvent: CS(C)=O (DMSO), O (water), CS(C)=O (DMSO), CS(C)=O (DMSO), CS(C)=O (DMSO). Run at time 22 hour. Product: CCCC1=Nc2ccc(cc2C(=O)N1Cc3ccc(cc3)c4ccccc4S(=O)(=O)NC(C)(C)C)c5ccc(cc5)C(=O)NC6CCCC6, CCCC1=Nc2ccc(I)cc2C(=O)N1Cc3ccc(cc3)c4ccccc4S(=O)(=O)NC(C)(C)C, c1ccc(-c2ccccc2)cc1. Starting materials: CCOC(=O)CCC(Oc1cc(OCc2ccccc2)ccc1C=O)c1ccccc1C, CCOP(=O)(CC(=O)OC)OCC, [H-], [Na+], C1CCOC1, O. The product is CCOC(=O)CCC(Oc1cc(OCc2ccccc2)ccc1C=CC(=O)OC)c1ccccc1C. Reaction SMILES: [CH2:16]([c:17]1[cH:18][cH:19][cH:20][cH:21][cH:22]1)[O:23][c:24]1[cH:25][cH:26][c:27]([CH:46]=[O:47])[c:28]([O:29][CH:30]([CH2:31][CH2:32][C:33](=[O:34])[O:35][CH2:36][CH3:37])[c:38]2[c:39]([CH3:44])[cH:40][cH:41][cH:42][cH:43]2)[cH:45]1.[CH2:3]([O:4][P:5]([O:6][CH2:7][CH3:8])(=[O:9])[CH2:11][C:12](=[O:13])[O:14][CH3:15])[CH3:10].[H-:1].[Na+:2].[O:49]1[CH2:50][CH2:51][CH2:52][CH2:53]1.[OH2:48]>>[CH:11]([C:12](=[O:13])[O:14][CH3:15])=[CH:46][c:27]1[cH:26][cH:25][c:24]([O:23][CH2:16][c:17]2[cH:18][cH:19][cH:20][cH:21][cH:22]2)[cH:45][c:28]1[O:29][CH:30]([CH2:31][CH2:32][C:33](=[O:34])[O:35][CH2:36][CH3:37])[c:38]1[c:39]([CH3:44])[cH:40][cH:41][cH:42][cH:43]1. Reactants: CCOC(=O)c1[nH]c2ccccc2c1Cl, Cl, [Li+], [OH-], O, O. The product is O=C(O)c1[nH]c2ccccc2c1Cl. As a reaction SMILES: [Cl:1][c:2]1[c:3]([C:11](=[O:12])[O:13][CH2:14][CH3:15])[nH:4][c:5]2[cH:6][cH:7][cH:8][cH:9][c:10]12.[ClH:19].[Li+:17].[OH-:16].[OH2:18].[OH2:20]>>[Cl:1][c:2]1[c:3]([C:11](=[O:12])[OH:13])[nH:4][c:5]2[cH:6][cH:7][cH:8][cH:9][c:10]12.